This data is from the Open Reaction Database (ORD), a public repository of structured organic reaction records. The task is: describe an organic reaction: reactants, conditions, products, and yield Starting materials: O1CCCC1 (tetrahydrofuran), C(C)#N (acetonitrile), O[NH-] (Hydroxyamide), C1(=CC=CC=C1)P(C1=CC=CC=C1)C1=CC=CC=C1 (triphenylphosphine). Run in C(Cl)(Cl)Cl (chloroform), C(Cl)(Cl)(Cl)Cl (carbon tetrachloride). Product: C1(=CC=CC=C1)P(C1=CC=CC=C1)C1=CC=CC=C1 (triphenylphosphine), amine, O1C=NCC1 (oxazoline). As a reaction SMILES: O[NH-].[O:3]1[CH2:7][CH2:6]C[CH2:4]1.C(#[N:10])C.[C:11]1([P:17]([C:24]2[CH:29]=[CH:28][CH:27]=[CH:26][CH:25]=2)[C:18]2[CH:23]=[CH:22][CH:21]=[CH:20][CH:19]=2)[CH:16]=[CH:15][CH:14]=[CH:13][CH:12]=1>C(Cl)(Cl)(Cl)Cl.C(Cl)(Cl)Cl>[C:24]1([P:17]([C:11]2[CH:12]=[CH:13][CH:14]=[CH:15][CH:16]=2)[C:18]2[CH:23]=[CH:22][CH:21]=[CH:20][CH:19]=2)[CH:25]=[CH:26][CH:27]=[CH:28][CH:29]=1.[O:3]1[CH2:7][CH2:6][N:10]=[CH:4]1. Procedure: Hydroxyamide IX is then subjected to cyclodehydration in an inert organic solvent (e.g., tetrahydrofuran, acetonitrile or chloroform) under an inert atmosphere (e.g., argon) with triphenylphosphine (employing a molar ratio of V:triphenylphosphine of from about 0.8:1 to about 1:1) and carbon tetrachloride in the presence of an amine base (e.g., triethylamine or diisopropylethylamine) to form oxazoline ##STR23##